Task: describe an organic reaction: reactants, conditions, products, and yield. Dataset: the Open Reaction Database (ORD), a public repository of structured organic reaction records Reactants: O=S(=O)(Cl)c1ccc(-c2ncnc3ccc(Br)cc23)s1, CN, C1CCOC1. Yields the product CNS(=O)(=O)c1ccc(-c2ncnc3ccc(Br)cc23)s1. RXN SMILES: [Br:1][c:2]1[cH:3][c:4]2[c:5](-[c:12]3[cH:13][cH:14][c:15]([S:17](=[O:18])(=[O:19])[Cl:20])[s:16]3)[n:6][cH:7][n:8][c:9]2[cH:10][cH:11]1.[CH3:21][NH2:22].[O:23]1[CH2:24][CH2:25][CH2:26][CH2:27]1>>[Br:1][c:2]1[cH:3][c:4]2[c:5](-[c:12]3[cH:13][cH:14][c:15]([S:17](=[O:18])(=[O:19])[NH:22][CH3:21])[s:16]3)[n:6][cH:7][n:8][c:9]2[cH:10][cH:11]1. Starting materials: O=C([O-])[O-], CN(C)C=O, COc1ccc(F)cc1OCCCl, [K+], [K+], O=C1NC(=O)c2ccccc21, O. Yields the product COc1ccc(F)cc1OCCN1C(=O)c2ccccc2C1=O. RXN SMILES: [C:25](=[O:26])([O-:27])[O-:28].[CH3:32][N:33]([CH3:34])[CH:35]=[O:36].[Cl:1][CH2:2][CH2:3][O:4][c:5]1[c:6]([O:12][CH3:13])[cH:7][cH:8][c:9]([F:11])[cH:10]1.[K+:29].[K+:30].[O:14]=[C:15]1[NH:16][C:17](=[O:18])[c:19]2[cH:20][cH:21][cH:22][cH:23][c:24]21.[OH2:31]>>[CH2:2]([CH2:3][O:4][c:5]1[c:6]([O:12][CH3:13])[cH:7][cH:8][c:9]([F:11])[cH:10]1)[N:16]1[C:15](=[O:14])[c:24]2[c:19]([cH:20][cH:21][cH:22][cH:23]2)[C:17]1=[O:18].